From a dataset of the Open Reaction Database (ORD), a public repository of structured organic reaction records. describe an organic reaction: reactants, conditions, products, and yield Reactants: CCC=CC(=O)NC(=O)OC, Cc1ccccc1, Nc1ccc(C(F)(F)F)cc1. Yields the product CCC(CC(=O)NC(=O)OC)Nc1ccc(C(F)(F)F)cc1. As a reaction SMILES: [C:12]([CH:13]=[CH:14][CH2:15][CH3:16])(=[O:17])[NH:18][C:19]([O:20][CH3:21])=[O:22].[CH3:23][c:24]1[cH:25][cH:26][cH:27][cH:28][cH:29]1.[F:1][C:2]([c:3]1[cH:4][cH:5][c:6]([NH2:7])[cH:8][cH:9]1)([F:10])[F:11]>>[F:1][C:2]([c:3]1[cH:4][cH:5][c:6]([NH:7][CH:14]([CH2:13][C:12](=[O:17])[NH:18][C:19]([O:20][CH3:21])=[O:22])[CH2:15][CH3:16])[cH:8][cH:9]1)([F:10])[F:11]. Reactants: Fc1cc(Br)ccc1COC1CCCCO1, O=C([O-])[O-], CC(C)(C)C(=O)CC(=O)C(C)(C)C, CN1CCCC1=O, Cl[Cu], [Cs+], [Cs+], Oc1ccccc1. Product: Fc1cc(Oc2ccccc2)ccc1COC1CCCCO1. Reaction SMILES: [Br:1][c:2]1[cH:3][c:4]([F:16])[c:5]([CH2:6][O:7][CH:8]2[O:9][CH2:10][CH2:11][CH2:12][CH2:13]2)[cH:14][cH:15]1.[C:37](=[O:38])([O-:39])[O-:40].[CH3:24][C:25]([CH3:26])([C:27](=[O:28])[CH2:29][C:30](=[O:31])[C:32]([CH3:33])([CH3:34])[CH3:35])[CH3:36].[CH3:45][N:46]1[CH2:47][CH2:48][CH2:49][C:50]1=[O:51].[Cl:43][Cu:44].[Cs+:41].[Cs+:42].[OH:17][c:18]1[cH:19][cH:20][cH:21][cH:22][cH:23]1>>[c:2]1([O:17][c:18]2[cH:19][cH:20][cH:21][cH:22][cH:23]2)[cH:3][c:4]([F:16])[c:5]([CH2:6][O:7][CH:8]2[O:9][CH2:10][CH2:11][CH2:12][CH2:13]2)[cH:14][cH:15]1. Starting materials: O (water), COC1=CC=C(C=C1)CC(=O)Cl (4-Methoxyphenylacetyl chloride), C(CC(=O)C)(=O)OCC (ethyl acetoacetate), [Na] (sodium). Solvent: CCOCC (ether). Reaction conditions: time 3 day. The product is COC1=CC=C(C=C1)CC(CC(=O)OCC)=O (4-(4-Methoxvphenyl)-3-oxobutanoic acid, ethyl ester). The yield is 20.0%. As a reaction SMILES: [CH3:1][O:2][C:3]1[CH:8]=[CH:7][C:6]([CH2:9][C:10](Cl)=[O:11])=[CH:5][CH:4]=1.[C:13]([O:19][CH2:20][CH3:21])(=[O:18])[CH2:14]C(C)=O.[Na].O>CCOCC>[CH3:1][O:2][C:3]1[CH:8]=[CH:7][C:6]([CH2:9][C:10](=[O:11])[CH2:14][C:13]([O:19][CH2:20][CH3:21])=[O:18])=[CH:5][CH:4]=1 |^1:21|. Reported procedure: 4-Methoxyphenylacetyl chloride (76 g, 0.413 mole) was added to a stirred suspension of ethyl acetoacetate, sodium salt (62.8 g, 0.413 mole) in ether (250 ml) over a period of 1.5 hours and the reaction was allowed to sit for 3 days. The reaction mixture was treated with water (100 ml) and extracted with ether. The ether extract was cooled in an ice bath and ammonia gas was bubbled into the solution for 2.5 hours while the reactants were allowed to warm to room temperature. The reaction was washe...